This data is from the Open Reaction Database (ORD), a public repository of structured organic reaction records. The task is: describe an organic reaction: reactants, conditions, products, and yield The reactants are CCOC(=O)c1c(C)nn(-c2ccccc2[N+](=O)[O-])c1C, CCO, CCOC(C)=O, [H][H]. Product: CCOC(=O)c1c(C)nn(-c2ccccc2N)c1C. As a reaction SMILES: [CH2:1]([CH3:2])[O:3][C:4](=[O:5])[c:6]1[c:7]([CH3:21])[n:8][n:9](-[c:12]2[c:13]([N+:18]([O-:19])=[O:20])[cH:14][cH:15][cH:16][cH:17]2)[c:10]1[CH3:11].[CH3:22][CH2:23][OH:24].[CH3:27][CH2:28][O:29][C:30](=[O:31])[CH3:32].[H:25][H:26]>>[CH2:1]([CH3:2])[O:3][C:4](=[O:5])[c:6]1[c:7]([CH3:21])[n:8][n:9](-[c:12]2[c:13]([NH2:18])[cH:14][cH:15][cH:16][cH:17]2)[c:10]1[CH3:11]. Reactants: NC1=C(C=CC=C1[N+](=O)[O-])C1=CC=CC=C1 (2-Amino-3-nitrobiphenyl). The reagents and catalysts are [Fe] (iron). Run in CC(=O)O (HOAc). Run at temperature 60 celsius, time 1 hour. Product: NC1=C(C=CC=C1N)C1=CC=CC=C1 (2,3-diaminobiphenyl). Reaction SMILES: [NH2:1][C:2]1[C:7]([N+:8]([O-])=O)=[CH:6][CH:5]=[CH:4][C:3]=1[C:11]1[CH:16]=[CH:15][CH:14]=[CH:13][CH:12]=1>[Fe].CC(O)=O>[NH2:1][C:2]1[C:7]([NH2:8])=[CH:6][CH:5]=[CH:4][C:3]=1[C:11]1[CH:12]=[CH:13][CH:14]=[CH:15][CH:16]=1. Procedure: 2-Amino-3-nitrobiphenyl d (0.613 g, 2.86 mmol) was purged under nitrogen for 30 minutes then HOAc (5 mL) was added followed by iron powder (0.4895 g, 8.76 mmol). The sample was heated at 60° C. for 30 minutes then HOAc (5 mL) was added. The sample was stirred at 60° C. for 1 hour then poured into ice. The sample was extracted with EtOAc (3×100 mL). The EtOAc extracts were washed with saturated NaHCO3 (3×100 mL. The EtOAc layer was dried over MgSO4, filtered, and concentrated to give 2,3-diaminob... Starting materials: NC(CO)(CCC1=CC=C(C=C1)CCCCCCCC)CO (2-amino-2-hydroxymethyl-4-(4-(octyl)phenyl)butanol), KHCO3, ClC(=O)OCC1=CC=CC=C1 (benzyl chloroformate). The solvent is CCOC(=O)C (EtOAc), O (H2O). Reaction conditions: time 2 hour. Yields the product C(C1=CC=CC=C1)OC(=O)NC(CO)(CCC1=CC=C(C=C1)CCCCCCCC)CO (2-Benzyloxycarbonylamino-2-hydroxymethyl-4-(4-(octyl)phenyl)butanol). Yield: 119.8%. Reaction SMILES: [NH2:1][C:2]([CH2:21][OH:22])([CH2:5][CH2:6][C:7]1[CH:12]=[CH:11][C:10]([CH2:13][CH2:14][CH2:15][CH2:16][CH2:17][CH2:18][CH2:19][CH3:20])=[CH:9][CH:8]=1)[CH2:3][OH:4].Cl[C:24]([O:26][CH2:27][C:28]1[CH:33]=[CH:32][CH:31]=[CH:30][CH:29]=1)=[O:25]>CCOC(C)=O.O>[CH2:27]([O:26][C:24]([NH:1][C:2]([CH2:3][OH:4])([CH2:5][CH2:6][C:7]1[CH:8]=[CH:9][C:10]([CH2:13][CH2:14][CH2:15][CH2:16][CH2:17][CH2:18][CH2:19][CH3:20])=[CH:11][CH:12]=1)[CH2:21][OH:22])=[O:25])[C:28]1[CH:33]=[CH:32][CH:31]=[CH:30][CH:29]=1. Procedure: A mixture of 3.07 g (10.0 mmol) of 2-amino-2-hydroxymethyl-4-(4-(octyl)phenyl)butanol and 3.00 g (30.0 mmol) of KHCO3 in 200 mL of EtOAc and 150 mL of H2O was treated with 1.50 mL (10.0 mmol) of benzyl chloroformate, then stirred at rt for 2 h. The organic layer of the reaction mixture was separated, dried over MgSO4 and concentrated to afford 5.29 g of the title compound: 1H NMR (500 Mhz) δ0.88 (t, J=6.5, 3H), 1.22-1.34 (12H), 1.55-1.60 (m, 2H), 1.87-1.91 (m, 2H), 2.53-2.59 (4H), 3.23 (br s, 2H... Reactants: FC([S+]1C2=C(C3=C1C=CC=C3)C=CC(=C2)S(=O)(=O)[O-])(F)F (S-(trifluoromethyl)dibenzothiophenium-3-sulfonate), C12C(CC(CC1)C2)NC=2SC(C(N2)=O)C (2-(bicyclo[2.2.1]heptan-2-ylamino)-5-methylthiazol-4(5H)-one), C1CCOC1 (THF), C[Si](C)(C)Cl (TMSCl), C[Si](C)(C)[N-][Si](C)(C)C.[Na+] (NaHMDS). Conditions: temperature -20 celsius, time 30 minute. The product is C12C(CC(CC1)C2)NC=2SC(C(N2)=O)(C(F)(F)F)C (2-(Bicyclo[2.2.1]heptan-2-ylamino)-5-methyl-5-(trifluoromethyl)thiazol-4(5H)-one). As a reaction SMILES: [CH:1]12[CH2:7][CH:4]([CH2:5][CH2:6]1)[CH2:3][CH:2]2[NH:8][C:9]1[S:10]C(C)C(=O)[N:13]=1.C[Si]([N-][Si](C)(C)C)(C)C.[Na+].C[Si](Cl)(C)C.[F:31][C:32]([F:51])([F:50])[S+]1C2C=CC=CC=2C2C=CC(S([O-])(=O)=O)=CC1=2.[CH2:52]1[CH2:56][O:55]C[CH2:53]1>>[CH:1]12[CH2:7][CH:4]([CH2:5][CH2:6]1)[CH2:3][CH:2]2[NH:8][C:9]1[S:10][C:52]([CH3:53])([C:32]([F:51])([F:50])[F:31])[C:56](=[O:55])[N:13]=1 |f:1.2|. Procedure: A dry 100 mL round-bottomed flask equipped with a magnetic stir bar under an atmosphere of N2 was charged with 528 mg (2.35 mmol) of 2-(bicyclo[2.2.1]heptan-2-ylamino)-5-methylthiazol-4(5H)-one in 5 mL of anhydrous THF. The reaction was cooled to −20° C. and 5.0 mL (5.0 mmol) of NaHMDS (11.0M in THF) were added drop-wise via syringe. The resulting reaction mixture was stirred at −20° C. for 30 min then 0.86 mL (6.78 mmol) of TMSCl was added drop-wise via syringe. The reaction mixture was held at... Procedure details: In 5 ml of methylene chloride was suspended 0.25 g of 4-isopropylbenzoic acid. Then, at ambient temperature, 0.12 ml of thionyl chloride and 0.03 ml of N,N-dimethylformamide were added. After stirring the mixture at the same temperature as above for one hour, the solvent was distilled off under reduced pressure, and an azeotropic distillation treatment using toluene was carried out to obtain 0.25 g of 4-isopropylbenzoic acid chloride. To a suspension of 0.50 g of trifluoroacetic acid salt of 2-(... Reaction conditions: time 24 hour. Run in C(C)N(CC)CC (triethylamine), C(Cl)Cl (methylene chloride), C(Cl)Cl (methylene chloride). Product: C(C1=CC=CC=C1)N1C(C(SC12CCN(CC2)C(C2=CC=C(C=C2)C(C)C)=O)CC(=O)O)=O (2-[4-benzyl-8-(4-isopropylbenzoyl)-3-oxo-1-thia-4,8-diazaspiro[4.5]-decan-2-yl]-acetic acid). The reactants are ice water, FC(C(=O)O)(F)F (trifluoroacetic acid), C(C1=CC=CC=C1)N1C(C(SC12CCNCC2)CC(=O)O)=O (2-(4-benzyl-3-oxo-1-thia-4,8-diazaspiro[4.5]decan-2-yl]-acetic acid), C(C)(C)C1=CC=C(C(=O)Cl)C=C1 (4-isopropylbenzoic acid chloride), Cl (hydrochloric acid). Reaction SMILES: FC(F)(F)C(O)=O.[CH2:8]([N:15]1[C:19]2([CH2:24][CH2:23][NH:22][CH2:21][CH2:20]2)[S:18][CH:17]([CH2:25][C:26]([OH:28])=[O:27])[C:16]1=[O:29])[C:9]1[CH:14]=[CH:13][CH:12]=[CH:11][CH:10]=1.[CH:30]([C:33]1[CH:41]=[CH:40][C:36]([C:37](Cl)=[O:38])=[CH:35][CH:34]=1)([CH3:32])[CH3:31].Cl>C(Cl)Cl.C(N(CC)CC)C>[CH2:8]([N:15]1[C:19]2([CH2:20][CH2:21][N:22]([C:37](=[O:38])[C:36]3[CH:40]=[CH:41][C:33]([CH:30]([CH3:31])[CH3:32])=[CH:34][CH:35]=3)[CH2:23][CH2:24]2)[S:18][CH:17]([CH2:25][C:26]([OH:28])=[O:27])[C:16]1=[O:29])[C:9]1[CH:10]=[CH:11][CH:12]=[CH:13][CH:14]=1.